From a dataset of the Open Reaction Database (ORD), a public repository of structured organic reaction records. describe an organic reaction: reactants, conditions, products, and yield The reactants are CO, COC(=O)C(CCCCCCc1scnc1C)OC1CCCCC1, Cc1ccc(S(=O)(=O)O)cc1. As a reaction SMILES: [CH3:36][OH:37].[CH:1]1([O:7][CH:8]([C:9](=[O:10])[O:11][CH3:12])[CH2:13][CH2:14][CH2:15][CH2:16][CH2:17][CH2:18][c:19]2[c:20]([CH3:24])[n:21][cH:22][s:23]2)[CH2:2][CH2:3][CH2:4][CH2:5][CH2:6]1.[c:25]1([CH3:26])[cH:27][cH:28][c:29]([S:30]([OH:31])(=[O:32])=[O:33])[cH:34][cH:35]1>>[OH:7][CH:8]([C:9](=[O:10])[O:11][CH3:12])[CH2:13][CH2:14][CH2:15][CH2:16][CH2:17][CH2:18][c:19]1[c:20]([CH3:24])[n:21][cH:22][s:23]1. Yields the product COC(=O)C(O)CCCCCCc1scnc1C. Starting materials: [BH4-], CCC(C)(C)Cc1cn(C(c2ccccc2)(c2ccccc2)c2ccccc2)c(CC(=O)c2ccc(-c3ccc(F)cn3)cc2)n1, CO, [Li+]. RXN SMILES: [BH4-:1].[CH3:3][C:4]([CH2:5][c:6]1[n:7][c:8]([CH2:30][C:31](=[O:32])[c:33]2[cH:34][cH:35][c:36](-[c:39]3[n:40][cH:41][c:42]([F:45])[cH:43][cH:44]3)[cH:37][cH:38]2)[n:9]([C:11]([c:12]2[cH:13][cH:14][cH:15][cH:16][cH:17]2)([c:18]2[cH:19][cH:20][cH:21][cH:22][cH:23]2)[c:24]2[cH:25][cH:26][cH:27][cH:28][cH:29]2)[cH:10]1)([CH2:46][CH3:47])[CH3:48].[CH3:49][OH:50].[Li+:2]>>[CH3:3][C:4]([CH2:5][c:6]1[n:7][c:8]([CH2:30][CH:31]([OH:32])[c:33]2[cH:34][cH:35][c:36](-[c:39]3[n:40][cH:41][c:42]([F:45])[cH:43][cH:44]3)[cH:37][cH:38]2)[n:9]([C:11]([c:12]2[cH:13][cH:14][cH:15][cH:16][cH:17]2)([c:18]2[cH:19][cH:20][cH:21][cH:22][cH:23]2)[c:24]2[cH:25][cH:26][cH:27][cH:28][cH:29]2)[cH:10]1)([CH2:46][CH3:47])[CH3:48]. Product: CCC(C)(C)Cc1cn(C(c2ccccc2)(c2ccccc2)c2ccccc2)c(CC(O)c2ccc(-c3ccc(F)cn3)cc2)n1. The reactants are OC(CCC(=O)O)C1=C(C=C(C=C1)C1CCCCC1)OC (4-hydroxy-4-(4-cyclohexyl-2-methoxyphenyl)-butyric acid). Reagents/catalysts: [Pd] (Pd on carbon). Solvent: C(C)(=O)OCC (ethyl acetate). The product is C1(CCCCC1)C1=CC(=C(C=C1)CCCC(=O)O)OC (4-(4-Cyclohexyl-2-methoxyphenyl)-butyric acid). As a reaction SMILES: O[CH:2]([C:8]1[CH:13]=[CH:12][C:11]([CH:14]2[CH2:19][CH2:18][CH2:17][CH2:16][CH2:15]2)=[CH:10][C:9]=1[O:20][CH3:21])[CH2:3][CH2:4][C:5]([OH:7])=[O:6]>C(OCC)(=O)C.[Pd]>[CH:14]1([C:11]2[CH:12]=[CH:13][C:8]([CH2:2][CH2:3][CH2:4][C:5]([OH:7])=[O:6])=[C:9]([O:20][CH3:21])[CH:10]=2)[CH2:15][CH2:16][CH2:17][CH2:18][CH2:19]1. Procedure details: 1 g of 4-hydroxy-4-(4-cyclohexyl-2-methoxyphenyl)-butyric acid is dissolved in 20 ml of ethyl acetate and hydrogenated in the presence of 100 mg of Pd on carbon (10%). When the hydrogen has been completely absorbed, filtration takes place. The filtrate is evaporated and the residue is recrystallised from CH2Cl2 -pentane. M.p. 104°-105°. Reactants: C(=O)(O)[O-].[Na+] (NaHCO3), CC(C)([O-])C.[K+] (potassium-tert-butoxide), BrC1=CC2=C(N(C(N2)=O)CCN2CCCC2)C=C1 (5-bromo-1-(2-pyrrolidin-1-yl-ethyl)-1,3-dihydro-benzimidazol-2-one), IC (iodomethane). Solvent: CS(=O)C (DMSO). Run at time 30 minute. Product: BrC1=CC2=C(N(C(N2C)=O)CCN2CCCC2)C=C1 (5-bromo-3-methyl-1-(2-pyrrolidin-1-yl-ethyl)-1,3-dihydro-benzimidazol-2-one). RXN SMILES: [CH3:1]C(C)([O-])C.[K+].[Br:7][C:8]1[CH:24]=[CH:23][C:11]2[N:12]([CH2:16][CH2:17][N:18]3[CH2:22][CH2:21][CH2:20][CH2:19]3)[C:13](=[O:15])[NH:14][C:10]=2[CH:9]=1.IC.C([O-])(O)=O.[Na+]>CS(C)=O>[Br:7][C:8]1[CH:24]=[CH:23][C:11]2[N:12]([CH2:16][CH2:17][N:18]3[CH2:22][CH2:21][CH2:20][CH2:19]3)[C:13](=[O:15])[N:14]([CH3:1])[C:10]=2[CH:9]=1 |f:0.1,4.5|. Reported procedure: 73 mg (0.65 mmol) potassium-tert-butoxide are added to a solution of 200 mg (0.65 mmol) 5-bromo-1-(2-pyrrolidin-1-yl-ethyl)-1,3-dihydro-benzimidazol-2-one in 4 mL DMSO at RT. The reaction solution is stirred for 30 min and then 40 μL (0.65 mmol) iodomethane are added and stirred for a further 30 min. The mixture is combined with semisaturated NaHCO3 solution and the aqueous phase is extracted twice with 30 mL EtOAc. The organic phase is dried over MgSO4 and the solvent is eliminated i.vac. The reactants are COc1cccc(CN)c1, CN(C)C=O, O, On1nnc2ccccc21, O=C(O)c1ccc2cnccc2n1. Yields the product COc1cccc(CNC(=O)c2ccc3cnccc3n2)c1. As a reaction SMILES: [CH3:25][O:26][c:27]1[cH:28][c:29]([CH2:30][NH2:31])[cH:32][cH:33][cH:34]1.[O:35]=[CH:36][N:37]([CH3:38])[CH3:39].[OH2:14].[OH:15][n:16]1[c:17]2[cH:18][cH:19][cH:20][cH:21][c:22]2[n:23][n:24]1.[n:1]1[c:2]([C:11](=[O:12])[OH:13])[cH:3][cH:4][c:5]2[cH:6][n:7][cH:8][cH:9][c:10]12>>[n:1]1[c:2]([C:11](=[O:13])[NH:31][CH2:30][c:29]2[cH:28][c:27]([O:26][CH3:25])[cH:34][cH:33][cH:32]2)[cH:3][cH:4][c:5]2[cH:6][n:7][cH:8][cH:9][c:10]12.